From a dataset of the Open Reaction Database (ORD), a public repository of structured organic reaction records. describe an organic reaction: reactants, conditions, products, and yield Reactants: CCN(CC)CCCC(=NNC1=Nc2ccc(Cl)cc2C(c2ccccc2)=NC1)C(=O)O, ClCCl, C=[N+]=[N-]. The product is CCN(CC)CCCC(=NNC1=Nc2ccc(Cl)cc2C(c2ccccc2)=NC1)C(=O)OC. Reaction SMILES: [Cl:1][c:2]1[cH:3][cH:4][c:5]2[c:6]([cH:32]1)[C:7]([c:26]1[cH:27][cH:28][cH:29][cH:30][cH:31]1)=[N:8][CH2:9][C:10]([NH:12][N:13]=[C:14]([CH2:15][CH2:16][CH2:17][N:18]([CH2:19][CH3:20])[CH2:21][CH3:22])[C:23](=[O:24])[OH:25])=[N:11]2.[Cl:36][CH2:37][Cl:38].[N+:33](=[N-:34])=[CH2:35]>>[Cl:1][c:2]1[cH:3][cH:4][c:5]2[c:6]([cH:32]1)[C:7]([c:26]1[cH:27][cH:28][cH:29][cH:30][cH:31]1)=[N:8][CH2:9][C:10]([NH:12][N:13]=[C:14]([CH2:15][CH2:16][CH2:17][N:18]([CH2:19][CH3:20])[CH2:21][CH3:22])[C:23](=[O:24])[O:25][CH3:35])=[N:11]2. Product: CCOCCOc1cc2cnc(Nc3ccc(N4CCN(C(=O)OC(C)(C)C)CC4)cn3)nc2n(C2CCCC2)c1=O. As a reaction SMILES: [C:26]([CH3:27])([CH3:28])([CH3:29])[O:30][C:31](=[O:32])[N:33]1[CH2:34][CH2:35][N:36]([c:39]2[cH:40][n:41][c:42]([NH2:45])[cH:43][cH:44]2)[CH2:37][CH2:38]1.[CH3:46][c:47]1[cH:48][cH:49][cH:50][cH:51][cH:52]1.[CH:1]1([n:6]2[c:7](=[O:25])[c:8]([O:19][CH2:20][CH2:21][O:22][CH2:23][CH3:24])[cH:9][c:10]3[c:11]2[n:12][c:13]([S:16]([CH3:17])=[O:18])[n:14][cH:15]3)[CH2:2][CH2:3][CH2:4][CH2:5]1.[Cl:53][CH2:54][Cl:55]>>[CH:1]1([n:6]2[c:7](=[O:25])[c:8]([O:19][CH2:20][CH2:21][O:22][CH2:23][CH3:24])[cH:9][c:10]3[c:11]2[n:12][c:13]([NH:45][c:42]2[n:41][cH:40][c:39]([N:36]4[CH2:35][CH2:34][N:33]([C:31]([O:30][C:26]([CH3:27])([CH3:28])[CH3:29])=[O:32])[CH2:38][CH2:37]4)[cH:44][cH:43]2)[n:14][cH:15]3)[CH2:2][CH2:3][CH2:4][CH2:5]1. Reactants: CC(C)(C)OC(=O)N1CCN(c2ccc(N)nc2)CC1, Cc1ccccc1, CCOCCOc1cc2cnc(S(C)=O)nc2n(C2CCCC2)c1=O, ClCCl. The reagents and catalysts are C1=CC=CC=2SC3=CC=CC=C3NC12 (phenothiazine). The yield is 73.7%. As a reaction SMILES: [N:1]([CH2:8][CH2:9][OH:10])([CH2:5][CH2:6][OH:7])[CH2:2][CH2:3][OH:4].[C:11]([OH:16])(=[O:15])[C:12]([CH3:14])=[CH2:13].CS(O)(=O)=O>CC1C=CC(C)=CC=1.C1C2NC3C(=CC=CC=3)SC=2C=CC=1>[C:11]([OH:16])(=[O:15])[C:12]([CH3:14])=[CH2:13].[C:11]([OH:16])(=[O:15])[C:12]([CH3:14])=[CH2:13].[C:11]([OH:16])(=[O:15])[C:12]([CH3:14])=[CH2:13].[N:1]([CH2:8][CH2:9][OH:10])([CH2:5][CH2:6][OH:7])[CH2:2][CH2:3][OH:4] |f:5.6.7.8|. Procedure details: Example 1A was repeated using triethanolamine (59.6 g), phenothiazine (1 g), methacrylic acid (206 g), and methanesulfonic acid (57 g) in 200 ml p-xylene. Isolation by chromatography over basic alumina gave 120 g (85% yield) of triethanolamine trimethacrylate, which was 99.0% pure. Product: C(C(=C)C)(=O)O.C(C(=C)C)(=O)O.C(C(=C)C)(=O)O.N(CCO)(CCO)CCO (triethanolamine trimethacrylate). The solvent is CC=1C=CC(=CC1)C (p-xylene). Starting materials: N(CCO)(CCO)CCO (triethanolamine), C(C(=C)C)(=O)O (methacrylic acid), CS(=O)(=O)O (methanesulfonic acid). Reactants: COC(CCSCC1=CC=C(C=C1)Br)=O (3-(4-bromophenylmethylsulfanyl)-propanoic acid methyl ester), C1=CC=C(C=2OC3=C(C21)C=CC=C3)C3=CC=C(C=C3)B(O)O (4-(4-dibenzofuranyl)benzeneboronic acid), C(=O)([O-])[O-].[K+].[K+] (K2CO3). The reagents and catalysts are C=1C=CC(=CC1)[P](C=2C=CC=CC2)(C=3C=CC=CC3)[Pd]([P](C=4C=CC=CC4)(C=5C=CC=CC5)C=6C=CC=CC6)([P](C=7C=CC=CC7)(C=8C=CC=CC8)C=9C=CC=CC9)[P](C=1C=CC=CC1)(C=1C=CC=CC1)C=1C=CC=CC1 (Pd(PPh3)4). The solvent is C1(=CC=CC=C1)C (toluene), C(C)O (ethanol), C(C)(=O)OCC (ethyl acetate). Product: COC(CCSCC1=CC=C(C=C1)C1=CC=C(C=C1)C1=CC=CC2=C1OC1=C2C=CC=C1)=O (3-(4′-dibenzofuran-4-yl-biphen-4-ylmethylsulfanyl)-propanoic acid methyl ester). Yield: 72.9%. RXN SMILES: [CH3:1][O:2][C:3](=[O:15])[CH2:4][CH2:5][S:6][CH2:7][C:8]1[CH:13]=[CH:12][C:11](Br)=[CH:10][CH:9]=1.[CH:16]1[C:24]2[C:23]3[CH:25]=[CH:26][CH:27]=[CH:28][C:22]=3[O:21][C:20]=2[C:19]([C:29]2[CH:34]=[CH:33][C:32](B(O)O)=[CH:31][CH:30]=2)=[CH:18][CH:17]=1.C([O-])([O-])=O.[K+].[K+]>C1(C)C=CC=CC=1.C(O)C.C(OCC)(=O)C.C1C=CC([P]([Pd]([P](C2C=CC=CC=2)(C2C=CC=CC=2)C2C=CC=CC=2)([P](C2C=CC=CC=2)(C2C=CC=CC=2)C2C=CC=CC=2)[P](C2C=CC=CC=2)(C2C=CC=CC=2)C2C=CC=CC=2)(C2C=CC=CC=2)C2C=CC=CC=2)=CC=1>[CH3:1][O:2][C:3](=[O:15])[CH2:4][CH2:5][S:6][CH2:7][C:8]1[CH:13]=[CH:12][C:11]([C:32]2[CH:33]=[CH:34][C:29]([C:19]3[C:20]4[O:21][C:22]5[CH:28]=[CH:27][CH:26]=[CH:25][C:23]=5[C:24]=4[CH:16]=[CH:17][CH:18]=3)=[CH:30][CH:31]=2)=[CH:10][CH:9]=1 |f:2.3.4,^1:63,65,84,103|. Procedure: A solution of 3-(4-bromophenylmethylsulfanyl)-propanoic acid methyl ester (289 mg, 1 mmol), 4-(4-dibenzofuranyl)benzeneboronic acid (302 mg, 1.05 mmol) and Pd(PPh3)4 (52 mg, 5 mol %) in toluene (10 mL) and ethanol (3.0 mL) was treated with 2 M K2CO3 (1.5 mL). The reaction mixture was heated to reflux for 2 h, cooled to room temperature, diluted with ethyl acetate (100 mL). The organic layer was washed successively with 2% aq HCl and sat. aq NaCl, dried over MgSO4 and concentrated. Purification b... Reactants: COCOC=1C=C(C=CC1)B(O)O (3-methoxymethoxyphenylboronic acid), C([O-])([O-])=O.[K+].[K+] (potassium carbonate), Example l ( g ), IC1=NC=C(C(=O)OCC)C=C1 (ethyl 6-iodonicotinate). Reagents/catalysts: C=1C=CC(=CC1)[P](C=2C=CC=CC2)(C=3C=CC=CC3)[Pd]([P](C=4C=CC=CC4)(C=5C=CC=CC5)C=6C=CC=CC6)([P](C=7C=CC=CC7)(C=8C=CC=CC8)C=9C=CC=CC9)[P](C=1C=CC=CC1)(C=1C=CC=CC1)C=1C=CC=CC1 (tetrakis(triphenylphosphine)palladium). Solvent: C(C)O (ethanol). The product is OC=1C=C(C=CC1)C1=NC=C(C(=O)OCC)C=C1 (Ethyl 6-(3-hydroxyphenyl)nicotinate). As a reaction SMILES: COC[O:4][C:5]1[CH:6]=[C:7](B(O)O)[CH:8]=[CH:9][CH:10]=1.I[C:15]1[CH:25]=[CH:24][C:18]([C:19]([O:21][CH2:22][CH3:23])=[O:20])=[CH:17][N:16]=1.C(=O)([O-])[O-].[K+].[K+]>C(O)C.C1C=CC([P]([Pd]([P](C2C=CC=CC=2)(C2C=CC=CC=2)C2C=CC=CC=2)([P](C2C=CC=CC=2)(C2C=CC=CC=2)C2C=CC=CC=2)[P](C2C=CC=CC=2)(C2C=CC=CC=2)C2C=CC=CC=2)(C2C=CC=CC=2)C2C=CC=CC=2)=CC=1>[OH:4][C:5]1[CH:6]=[C:7]([C:15]2[CH:25]=[CH:24][C:18]([C:19]([O:21][CH2:22][CH3:23])=[O:20])=[CH:17][N:16]=2)[CH:8]=[CH:9][CH:10]=1 |f:2.3.4,^1:38,40,59,78|. Procedure: In a manner similar to that of Example 1(h), by reaction of 1 g (6.7 mmol) of 3-methoxymethoxyphenylboronic acid (described in Example l(g)) and 1.5 g (5.6 mmol) of ethyl 6-iodonicotinate with 5.6 mL of 2.0M potassium carbonate and 320 mg of tetrakis(triphenylphosphine)palladium, followed by deprotection in ethanol, the desired product is obtained in the form of a white solid (m=354 mg; Y=26%). Reactants: C([O-])(O)=O.[Na+] (sodium bicarbonate), ClC1=C(C=NC2=CC(=C(C=C12)OC)F)C#N (4-chloro-7-fluoro-6-methoxy-3-quinolinecarbonitrile), COC=1C=C(N)C=C(C1OC)OC (3,4,5-trimethoxyaniline), Cl.N1=CC=CC=C1 (pyridine hydrochloride). The solvent is C(C)OCCO (2-ethoxyethanol). Conditions: time 15 minute. Product: FC1=C(C=C2C(=C(C=NC2=C1)C#N)NC1=CC(=C(C(=C1)OC)OC)OC)OC (7-fluoro-6-methoxy-4-[(3,4,5-trimethoxyphenyl)amino]-3-quinolinecarbonitrile). Yield: 63.3%. RXN SMILES: Cl[C:2]1[C:11]2[C:6](=[CH:7][C:8]([F:14])=[C:9]([O:12][CH3:13])[CH:10]=2)[N:5]=[CH:4][C:3]=1[C:15]#[N:16].[CH3:17][O:18][C:19]1[CH:20]=[C:21]([CH:23]=[C:24]([O:28][CH3:29])[C:25]=1[O:26][CH3:27])[NH2:22].Cl.N1C=CC=CC=1.C(=O)(O)[O-].[Na+]>C(OCCO)C>[F:14][C:8]1[CH:7]=[C:6]2[C:11]([C:2]([NH:22][C:21]3[CH:23]=[C:24]([O:28][CH3:29])[C:25]([O:26][CH3:27])=[C:19]([O:18][CH3:17])[CH:20]=3)=[C:3]([C:15]#[N:16])[CH:4]=[N:5]2)=[CH:10][C:9]=1[O:12][CH3:13] |f:2.3,4.5|. Procedure: A mixture of 4-chloro-7-fluoro-6-methoxy-3-quinolinecarbonitrile (500 mg, 2.11 mmol), 3,4,5-trimethoxyaniline (515 mg, 2.81 mmol) and pyridine hydrochloride (270 mg , 2.33 mmol) in 20 mL of 2-ethoxyethanol is heated at reflux for 4 hours then cooled to room temperature. The reaction mixture is poured into aqueous sodium bicarbonate and stirred at room temperature for 15 minutes. The solid is collected by filtration and partitioned between water and ethyl acetate. The organic layer is dried over ... Reactants: BrC=1C=NC=C(C(=O)OCC)C1 (ethyl 5-bromonicotinate), FC(OC1=CC=C(C=C1)B(O)O)(F)F (4-(trifluoromethoxy)-phenylboronic acid), C([O-])([O-])=O.[Na+].[Na+] (sodium carbonate). The reagents and catalysts are C=1C=CC(=CC1)[P](C=2C=CC=CC2)(C=3C=CC=CC3)[Pd]([P](C=4C=CC=CC4)(C=5C=CC=CC5)C=6C=CC=CC6)([P](C=7C=CC=CC7)(C=8C=CC=CC8)C=9C=CC=CC9)[P](C=1C=CC=CC1)(C=1C=CC=CC1)C=1C=CC=CC1 (tetrakis(triphenylphosphine)palladium(0)). The solvent is COCCOC (1,2-dimethoxyethane), O (water), CN(C=O)C (dimethylformamide). Conditions: temperature 85 celsius, time 18 hour. Product: FC(OC1=CC=C(C=C1)C=1C=C(C=NC1)C(=O)OCC)(F)F (Ethyl 5-[4-(trifluoromethoxy)phenyl]pyridine-3-carboxylate). Reaction SMILES: Br[C:2]1[CH:3]=[N:4][CH:5]=[C:6]([CH:12]=1)[C:7]([O:9][CH2:10][CH3:11])=[O:8].[F:13][C:14]([F:26])([F:25])[O:15][C:16]1[CH:21]=[CH:20][C:19](B(O)O)=[CH:18][CH:17]=1.C(=O)([O-])[O-].[Na+].[Na+]>COCCOC.O.CN(C)C=O.C1C=CC([P]([Pd]([P](C2C=CC=CC=2)(C2C=CC=CC=2)C2C=CC=CC=2)([P](C2C=CC=CC=2)(C2C=CC=CC=2)C2C=CC=CC=2)[P](C2C=CC=CC=2)(C2C=CC=CC=2)C2C=CC=CC=2)(C2C=CC=CC=2)C2C=CC=CC=2)=CC=1>[F:13][C:14]([F:25])([F:26])[O:15][C:16]1[CH:21]=[CH:20][C:19]([C:2]2[CH:12]=[C:6]([C:7]([O:9][CH2:10][CH3:11])=[O:8])[CH:5]=[N:4][CH:3]=2)=[CH:18][CH:17]=1 |f:2.3.4,^1:48,50,69,88|. Procedure: 3.35 g (14.6 mmol) of ethyl 5-bromonicotinate, 4.50 g (21.9 mmol) of 4-(trifluoromethoxy)-phenylboronic acid, 0.84 g (0.73 mmol) of tetrakis(triphenylphosphine)palladium(0) and 3.01 g (29.1 mmol) of sodium carbonate were dissolved in a mixture of 38 ml of 1,2-dimethoxyethane, 7.5 ml of water and 91 ml of dimethylformamide and stirred at 85° C. for 18 h. For work-up, some of the dimethylformamide was removed under reduced pressure, and the reaction mixture was diluted with water and extracted wit...